describe an organic reaction: reactants, conditions, products, and yield From a dataset of the Open Reaction Database (ORD), a public repository of structured organic reaction records. Reactants: C1(=CC=CC=C1)C(N1CCN(CC1)C(=O)CC1=C(CCCC1)N1N=C(C=CC1=O)C=1C(=NN2C1C=CC=C2)C2=CC=CC=C2)(C2=CC=CC=C2)C2=CC=CC=C2 (3-[2-{2-(4-triphenylmethylpiperazin-1-ylcarbonyl)methyl-1-cyclohexenyl}-3-oxo-2,3-dihydropyridazin-6-yl]-2-phenylpyrazolo[1,5-a]pyridine), C(=O)O (formic acid), Cl (hydrochloric acid), C(C)(=O)OCC (ethyl acetate). Run in O (water). Reaction conditions: time 2 hour. The product is N1(CCNCC1)C(=O)CC1=C(CCCC1)N1N=C(C=CC1=O)C=1C(=NN2C1C=CC=C2)C2=CC=CC=C2 (3-[2-{2-(piperazin-1-ylcarbonyl)methyl-1-cyclohexenyl}-3-oxo-2,3-dihydropyridazin-6-yl]-2-phenylpyrazolo[1,5-a]pyridine). The yield is 78.0%. As a reaction SMILES: C1(C(C2C=CC=CC=2)(C2C=CC=CC=2)[N:8]2[CH2:13][CH2:12][N:11]([C:14]([CH2:16][C:17]3[CH2:22][CH2:21][CH2:20][CH2:19][C:18]=3[N:23]3[C:28](=[O:29])[CH:27]=[CH:26][C:25]([C:30]4[C:31]([C:39]5[CH:44]=[CH:43][CH:42]=[CH:41][CH:40]=5)=[N:32][N:33]5[CH:38]=[CH:37][CH:36]=[CH:35][C:34]=45)=[N:24]3)=[O:15])[CH2:10][CH2:9]2)C=CC=CC=1.C(O)=O.Cl.C(OCC)(=O)C>O>[N:11]1([C:14]([CH2:16][C:17]2[CH2:22][CH2:21][CH2:20][CH2:19][C:18]=2[N:23]2[C:28](=[O:29])[CH:27]=[CH:26][C:25]([C:30]3[C:31]([C:39]4[CH:40]=[CH:41][CH:42]=[CH:43][CH:44]=4)=[N:32][N:33]4[CH:38]=[CH:37][CH:36]=[CH:35][C:34]=34)=[N:24]2)=[O:15])[CH2:12][CH2:13][NH:8][CH2:9][CH2:10]1. Reported procedure: The mixture of 3-[2-{2-(4-triphenylmethylpiperazin-1-ylcarbonyl)methyl-1-cyclohexenyl}-3-oxo-2,3-dihydropyridazin-6-yl]-2-phenylpyrazolo[1,5-a]pyridine (4.2 g), formic acid (10 ml) and concentrated hydrochloric acid (1.43 ml) was stirred for 2 hours at room temperature. The reaction mixture was poured into a mixture of ethyl acetate (200 ml) and water (100 ml). Aqueous layer was separated, and the pH was adjusted to pH 12.0 with 4N-aqueous sodium hydroxide solution, which was extracted with dich... Reactants: C(C)(=O)O[C@H]1[C@@H](O[C@@H]([C@H]([C@@H]1OC(C)=O)OC(C)=O)COC(C)=O)OC1=NNC(=C1CC1=C(C=C(C=C1)OCCCN(CC(C)(C)C(=O)O)C(=O)OCC1=CC=CC=C1)C)C(C)C (3-(2,3,4,6-tetra-O-acetyl-β-D-glucopyranosyloxy)-4-{[4-(3-{N-benzyloxycarbonyl-N-[2-carboxy-2-(methyl)-propyl]amino}propoxy)-2-methylphenyl]methyl}-5-isopropyl-1H-pyrazole), C(C1=CC=CC=C1)N1CCNCC1 (1-benzylpiperazine), ON1N=NC2=C1C=CC=C2 (1-hydroxybenzotriazole), Cl.C(C)N=C=NCCCN(C)C (1-ethyl-3-(3-dimethylaminopropyl)carbodiimide hydrochloride). Run in CN(C=O)C (N,N-dimethylformamide), C(C)N(CC)CC (triethylamine), O (water). Run at time 6 hour. The product is C(C)(=O)O[C@H]1[C@@H](O[C@@H]([C@H]([C@@H]1OC(C)=O)OC(C)=O)COC(C)=O)OC1=NNC(=C1CC1=C(C=C(C=C1)OCCCN(CC(C)(C)C(=O)N1CCN(CC1)CC1=CC=CC=C1)C(=O)OCC1=CC=CC=C1)C)C(C)C (3-(2,3,4,6-tetra-O-acetyl-β-D-glucopyranosyloxy)-4-{[4-(3-{N-benzyloxycarbonyl-N-[2-(4-benzylpiperazin-1-yl)carbonyl-2-(methyl)propyl]amino}propoxy)-2-methylphenyl]methyl}-5-isopropyl-1H-pyrazole). Yield: 38.1%. Reaction SMILES: [C:1]([O:4][C@@H:5]1[C@@H:10]([O:11][C:12](=[O:14])[CH3:13])[C@H:9]([O:15][C:16](=[O:18])[CH3:17])[C@@H:8]([CH2:19][O:20][C:21](=[O:23])[CH3:22])[O:7][C@H:6]1[O:24][C:25]1[C:29]([CH2:30][C:31]2[CH:36]=[CH:35][C:34]([O:37][CH2:38][CH2:39][CH2:40][N:41]([C:49]([O:51][CH2:52][C:53]3[CH:58]=[CH:57][CH:56]=[CH:55][CH:54]=3)=[O:50])[CH2:42][C:43]([C:46](O)=[O:47])([CH3:45])[CH3:44])=[CH:33][C:32]=2[CH3:59])=[C:28]([CH:60]([CH3:62])[CH3:61])[NH:27][N:26]=1)(=[O:3])[CH3:2].[CH2:63]([N:70]1[CH2:75][CH2:74][NH:73][CH2:72][CH2:71]1)[C:64]1[CH:69]=[CH:68][CH:67]=[CH:66][CH:65]=1.ON1C2C=CC=CC=2N=N1.Cl.C(N=C=NCCCN(C)C)C>CN(C)C=O.O.C(N(CC)CC)C>[C:1]([O:4][C@@H:5]1[C@@H:10]([O:11][C:12](=[O:14])[CH3:13])[C@H:9]([O:15][C:16](=[O:18])[CH3:17])[C@@H:8]([CH2:19][O:20][C:21](=[O:23])[CH3:22])[O:7][C@H:6]1[O:24][C:25]1[C:29]([CH2:30][C:31]2[CH:36]=[CH:35][C:34]([O:37][CH2:38][CH2:39][CH2:40][N:41]([C:49]([O:51][CH2:52][C:53]3[CH:54]=[CH:55][CH:56]=[CH:57][CH:58]=3)=[O:50])[CH2:42][C:43]([C:46]([N:73]3[CH2:74][CH2:75][N:70]([CH2:63][C:64]4[CH:65]=[CH:66][CH:67]=[CH:68][CH:69]=4)[CH2:71][CH2:72]3)=[O:47])([CH3:44])[CH3:45])=[CH:33][C:32]=2[CH3:59])=[C:28]([CH:60]([CH3:62])[CH3:61])[NH:27][N:26]=1)(=[O:3])[CH3:2] |f:3.4|. Reported procedure: To a solution of 3-(2,3,4,6-tetra-O-acetyl-β-D-glucopyranosyloxy)-4-{[4-(3-hydroxypropoxy)-2-methylphenyl]-methyl}-5-isopropyl-1H-pyrazole (1 g) and triethylamine (0.25 mL) in dichloromethane (5 mL) was added methanesulfonyl chloride (0.13 mL), and the mixture was stirred at room temperature for 1 hour. The reaction mixture was poured into 0.5 mol/L hydrochloric acid, and the resulting mixture was extracted with ethyl acetate. The extract was washed with water and brine, and dried over anhydrous... Starting materials: 25, N#N.C(C)OCCC1=C(C(=NC=C1)N)N (N2 (2-ethoxyethyl)-2,3-pyridinediamine), N(=C=S)C1CCN(CC1)C(=O)OCC (ethyl 4-isothiocyanato-1-piperidinecarboxylate), O1CCCC1 (tetrahydrofuran). Conditions: time 8 hour. Yields the product 35, C(C)OCCNC1=NC=CC=C1NC(=S)NC1CCN(CC1)C(=O)OCC (ethyl 4-[[[[2-[(2-ethoxyethyl)amino]-3-pyridinyl]amino]thioxomethyl]amino]-1-piperidinecarboxylate). Isolated yield 73.7%. RXN SMILES: N#N.C(OCC[C:8]1[CH:13]=[CH:12][N:11]=[C:10]([NH2:14])[C:9]=1[NH2:15])C.[N:16]([CH:19]1[CH2:24][CH2:23][N:22]([C:25]([O:27][CH2:28][CH3:29])=[O:26])[CH2:21][CH2:20]1)=[C:17]=[S:18].[O:30]1[CH2:34][CH2:33][CH2:32][CH2:31]1>>[CH2:31]([O:30][CH2:34][CH2:33][NH:14][C:10]1[C:9]([NH:15][C:17]([NH:16][CH:19]2[CH2:24][CH2:23][N:22]([C:25]([O:27][CH2:28][CH3:29])=[O:26])[CH2:21][CH2:20]2)=[S:18])=[CH:8][CH:13]=[CH:12][N:11]=1)[CH3:32] |f:0.1|. Procedure details: A mixture of 25 parts of N2 -(2-ethoxyethyl)-2,3-pyridinediamine, 43 parts of ethyl 4-isothiocyanato-1-piperidinecarboxylate and 450 parts of tetrahydrofuran was stirred overnight at reflux temperature. The reaction mixture was evaporated and the residue was taken up in trichloromethane. The organic layer was washed twice with water, dried, filtered and evaporated. The residue was crystallized from a mixture of acetonitrile and 2,2'-oxybispropane. The product was filtered off and dried, yielding... Reactants: CCCCCC(=O)OCC(=O)Cl, O=C([O-])O, CCC1CC2C3CCC4=CC(=O)CCC4=C3CCC2(C)C1O, CCOC(C)=O, Cc1ccccc1, CN(C)c1ccncc1, [Na+]. Product: CCCCCC(=O)OCC(=O)OC1C(CC)CC2C3CCC4=CC(=O)CCC4=C3CCC21C. As a reaction SMILES: [C:23]([CH2:24][CH2:25][CH2:26][CH2:27][CH3:28])(=[O:29])[O:30][CH2:31][C:32](=[O:33])[Cl:34].[C:41](=[O:42])([O-:43])[OH:44].[CH2:1]([CH3:2])[CH:3]1[CH:4]([OH:22])[C:5]2([CH3:6])[CH:7]([CH2:8]1)[CH:9]1[CH2:10][CH2:11][C:12]3=[CH:13][C:14](=[O:21])[CH2:15][CH2:16][C:17]3=[C:18]1[CH2:19][CH2:20]2.[CH3:35][CH2:36][O:37][C:38](=[O:39])[CH3:40].[CH3:46][c:47]1[cH:48][cH:49][cH:50][cH:51][cH:52]1.[CH3:53][N:54]([CH3:55])[c:56]1[cH:57][cH:58][n:59][cH:60][cH:61]1.[Na+:45]>>[CH2:1]([CH3:2])[CH:3]1[CH:4]([O:22][C:32]([CH2:31][O:30][C:23]([CH2:24][CH2:25][CH2:26][CH2:27][CH3:28])=[O:29])=[O:33])[C:5]2([CH3:6])[CH:7]([CH2:8]1)[CH:9]1[CH2:10][CH2:11][C:12]3=[CH:13][C:14](=[O:21])[CH2:15][CH2:16][C:17]3=[C:18]1[CH2:19][CH2:20]2. Reactants: ClC1=C(C#N)C=C(C(=C1)[N+](=O)[O-])Cl (2,5-dichloro-4-nitrobenzonitrile), FC1=C([S-])C=CC(=C1)F.[K+] (potassium 2,4-difluorothiophenoxide), C(C)(=O)OCC (Ethyl acetate). Solvent: C1(=CC=CC=C1)C (toluene). Reaction conditions: time 8 hour. Yields the product ClC1=C(C#N)C=C(C(=C1)[N+](=O)[O-])SC1=C(C=C(C=C1)F)F (2-chloro-5-(2,4-difluorophenylthio)-4-nitrobenzonitrile). Isolated yield 45.2%. RXN SMILES: [Cl:1][C:2]1[CH:9]=[C:8]([N+:10]([O-:12])=[O:11])[C:7](Cl)=[CH:6][C:3]=1[C:4]#[N:5].[F:14][C:15]1[CH:21]=[C:20]([F:22])[CH:19]=[CH:18][C:16]=1[S-:17].[K+].C(OCC)(=O)C>C1(C)C=CC=CC=1>[Cl:1][C:2]1[CH:9]=[C:8]([N+:10]([O-:12])=[O:11])[C:7]([S:17][C:16]2[CH:18]=[CH:19][C:20]([F:22])=[CH:21][C:15]=2[F:14])=[CH:6][C:3]=1[C:4]#[N:5] |f:1.2|. Procedure details: A mixture of 2,5-dichloro-4-nitrobenzonitrile (2.5 g) and potassium 2,4-difluorothiophenoxide (2.54 g) in toluene was stirred overnight. Ethyl acetate was added and the resulting mixture was washed with water, dried and evaporated. The residue was filtered and washed with toluene to give pale brown crystals of 2-chloro-5-(2,4-difluorophenylthio)-4-nitrobenzonitrile (1.7 g).